describe an organic reaction: reactants, conditions, products, and yield From a dataset of the Open Reaction Database (ORD), a public repository of structured organic reaction records. Starting materials: C([O-])(O)=O.[Na+] (sodium bicarbonate), C([O-])(O)=O.[Na+] (sodium bicarbonate), C(C1=CC=CC=C1)Cl (benzyl chloride), Cl.C(C)(=O)C1(CNCCC1)CC1=CC=C(C=C1)Cl (3-Acetyl-3-(4-Chlorobenzyl)-piperidine hydrochloride). Run in C(C)#N (acetonitrile). Yields the product C(C1=CC=CC=C1)N1CC(CCC1)(CC1=CC=C(C=C1)Cl)C(C)=O (N-Benzyl-3-acetyl-3-(4-chlorobenzyl)-piperidine). The yield is 59.2%. Reaction SMILES: Cl.[C:2]([C:5]1([CH2:11][C:12]2[CH:17]=[CH:16][C:15]([Cl:18])=[CH:14][CH:13]=2)[CH2:10][CH2:9][CH2:8][NH:7][CH2:6]1)(=[O:4])[CH3:3].C(=O)(O)[O-].[Na+].[CH2:24](Cl)[C:25]1[CH:30]=[CH:29][CH:28]=[CH:27][CH:26]=1>C(#N)C>[CH2:24]([N:7]1[CH2:8][CH2:9][CH2:10][C:5]([C:2](=[O:4])[CH3:3])([CH2:11][C:12]2[CH:13]=[CH:14][C:15]([Cl:18])=[CH:16][CH:17]=2)[CH2:6]1)[C:25]1[CH:30]=[CH:29][CH:28]=[CH:27][CH:26]=1 |f:0.1,2.3|. Procedure details: A suspension of 3-Acetyl-3-(4-Chlorobenzyl)-piperidine hydrochloride (0.7 g, 2.43 mmol) in acetonitrile (20 mL) was treated with solid sodium bicarbonate (200 mg, 4.8 mmol) and benzyl chloride (369 mg, 2.9 mol) and heated to reflux for 2 hours. The reaction was then cooled to room temperature, poured into saturated aqueous sodium bicarbonate (200 mL) and extracted with ethyl acetate (3×100 mL). The combined organic extracts were dried over anhydrous magnesium sulfate, filtered, and concentrated ...